Dataset: the Open Reaction Database (ORD), a public repository of structured organic reaction records. Task: describe an organic reaction: reactants, conditions, products, and yield The reactants are CO, O=c1n(CCCF)nnn1-c1cc([N+](=O)[O-])c(Cl)cc1F, [H][H], O=[Pt]. Yields the product Nc1cc(-n2nnn(CCCF)c2=O)c(F)cc1Cl. Reaction SMILES: [CH3:26][OH:27].[Cl:1][c:2]1[cH:3][c:4]([F:21])[c:5](-[n:11]2[n:12][n:13][n:14]([CH2:17][CH2:18][CH2:19][F:20])[c:15]2=[O:16])[cH:6][c:7]1[N+:8]([O-:9])=[O:10].[H:22][H:23].[Pt:24]=[O:25]>>[Cl:1][c:2]1[cH:3][c:4]([F:21])[c:5](-[n:11]2[n:12][n:13][n:14]([CH2:17][CH2:18][CH2:19][F:20])[c:15]2=[O:16])[cH:6][c:7]1[NH2:8]. Starting materials: CC(C(=O)Cl)(C)C (trimethylacetyl chloride), C[O-].[Na+] (sodium methoxide), C(C(C)(C)C)(=O)Cl (pivalyl chloride), CN(C=O)C (N,N-dimethylformamide), Cl.C(C)(C)(C)NCC(=O)C1=CC(=C(C=C1)O)O (3,4-dihydroxyphenyl tert-butylaminomethyl ketone hydrochloride), C1(=CC=CC=C1)[O-].[Na+] (sodium phenolate salt), CC(C(=O)Cl)(C)C (2,2-dimethylpropanoyl chloride). The product is C(C)(C)(C)NCC(=O)C1=CC(=C(C=C1)OC(C(C)(C)C)=O)OC(C(C)(C)C)=O (3,4-bis(pivalyloxy)phenyl tert-butylaminomethyl ketone). RXN SMILES: [CH3:1][O-].[Na+].Cl.[C:5]([NH:9][CH2:10][C:11]([C:13]1[CH:18]=[CH:17][C:16]([OH:19])=[C:15]([OH:20])[CH:14]=1)=[O:12])([CH3:8])([CH3:7])[CH3:6].[C:21]1([O-])[CH:26]=[CH:25]C=CC=1.[Na+].[C:29](Cl)(=[O:34])[C:30]([CH3:33])([CH3:32])[CH3:31].CN(C)[CH:38]=[O:39]>>[C:5]([NH:9][CH2:10][C:11]([C:13]1[CH:18]=[CH:17][C:16]([O:19][C:29](=[O:34])[C:30]([CH3:33])([CH3:32])[CH3:31])=[C:15]([O:20][C:38](=[O:39])[C:26]([CH3:25])([CH3:21])[CH3:1])[CH:14]=1)=[O:12])([CH3:8])([CH3:6])[CH3:7] |f:0.1,2.3,4.5|. Procedure details: Proceeding in a manner similar to that described in part A of Example 2 above, 17 g. of sodium methoxide was interacted with 26 g. of 3,4-dihydroxyphenyl tert-butylaminomethyl ketone hydrochloride in 200 ml. of N,N-dimethylformamide and the resulting sodium phenolate salt was interacted with 24 g. of pivalyl chloride (alternatively designated as trimethylacetyl chloride or 2,2-dimethylpropanoyl chloride). From this acylation reaction there was obtained 3,4-bis(pivalyloxy)phenyl tert-butylaminome... Starting materials: FC1(CCNCC1)F (4,4-difluoropiperidine), NC1=NC(=CC(=N1)C1=CC=C2CCN(CC2=C1)C(=O)OC1=CC=C(C=C1)[N+](=O)[O-])N1CCN(CC1)C (4-nitrophenyl 7-[2-amino-6-(4-methylpiperazin-1-yl)pyrimidin-4-yl]-3,4-dihydroisoquinoline-2(1H)-carboxylate). Product: FC1(CCN(CC1)C(=O)N1CC2=CC(=CC=C2CC1)C1=NC(=NC(=C1)N1CCN(CC1)C)N)F (4-{2-[(4,4-Difluoropiperidin-1-yl)carbonyl]-1,2,3,4-tetrahydroisoquinolin-7-yl}-6-(4-methylpiperazin-1-yl)pyrimidin-2-amine). As a reaction SMILES: [F:1][C:2]1([F:8])[CH2:7][CH2:6][NH:5][CH2:4][CH2:3]1.[NH2:9][C:10]1[N:15]=[C:14]([C:16]2[CH:25]=[C:24]3[C:19]([CH2:20][CH2:21][N:22]([C:26](OC4C=CC([N+]([O-])=O)=CC=4)=[O:27])[CH2:23]3)=[CH:18][CH:17]=2)[CH:13]=[C:12]([N:38]2[CH2:43][CH2:42][N:41]([CH3:44])[CH2:40][CH2:39]2)[N:11]=1>>[F:1][C:2]1([F:8])[CH2:7][CH2:6][N:5]([C:26]([N:22]2[CH2:21][CH2:20][C:19]3[C:24](=[CH:25][C:16]([C:14]4[CH:13]=[C:12]([N:38]5[CH2:39][CH2:40][N:41]([CH3:44])[CH2:42][CH2:43]5)[N:11]=[C:10]([NH2:9])[N:15]=4)=[CH:17][CH:18]=3)[CH2:23]2)=[O:27])[CH2:4][CH2:3]1. Procedure: This compound was prepared by using procedures analogous to those described for the synthesis of Example 103, Step 2 starting from 4,4-difluoropiperidine (Ryan Scientific, Cat. #1006) and 4-nitrophenyl 7-[2-amino-6-(4-methylpiperazin-1-yl)pyrimidin-4-yl]-3,4-dihydroisoquinoline-2(1H)-carboxylate. Analytic LCMS (M+H)+: m/z=472.2.